From a dataset of the Open Reaction Database (ORD), a public repository of structured organic reaction records. describe an organic reaction: reactants, conditions, products, and yield The reactants are C(C1=CC=CC=C1)OC1=CC=C(NC=2C3=C(N=CN2)C=NC(=C3)Cl)C=C1 (4-(4-benzyloxyanilino)-6-chloropyrido[3,4-d]pyrimidine), CNC (dimethylamine). Yields the product C(C1=CC=CC=C1)OC1=CC=C(NC=2C3=C(N=CN2)C=NC(=C3)N(C)C)C=C1 (4-(4-Benzyloxyanilino)-6-(N,N-dimethylamino)pyrido[3,4-d]pyrimidine). Reaction SMILES: [CH2:1]([O:8][C:9]1[CH:26]=[CH:25][C:12]([NH:13][C:14]2[C:15]3[CH:23]=[C:22](Cl)[N:21]=[CH:20][C:16]=3[N:17]=[CH:18][N:19]=2)=[CH:11][CH:10]=1)[C:2]1[CH:7]=[CH:6][CH:5]=[CH:4][CH:3]=1.[CH3:27][NH:28][CH3:29]>>[CH2:1]([O:8][C:9]1[CH:26]=[CH:25][C:12]([NH:13][C:14]2[C:15]3[CH:23]=[C:22]([N:28]([CH3:29])[CH3:27])[N:21]=[CH:20][C:16]=3[N:17]=[CH:18][N:19]=2)=[CH:11][CH:10]=1)[C:2]1[CH:7]=[CH:6][CH:5]=[CH:4][CH:3]=1. Procedure: Prepared according to Procedure C from 4-(4-benzyloxyanilino)-6-chloropyrido[3,4-d]pyrimidine and dimethylamine (33% aqueous solution); δH (CDCl3) 9.00 (1H,s), 8.52 (1H,s), 7.59 (2H,d), 7.40 (4H,m), 7.23 (1H,s), 7.13 (2H,d), 6.35 (1H,s), 5.10 (2H,s), 3.20 (6H,s); m/z (M+1)+395. Starting materials: FC1=C(C(=CC=C1)F)[N+](=O)[O-] (2,6-difluoronitrobenzene), C(=O)(OC(C)(C)C)NC1CCNCC1 (4-(N-Boc-amino) piperidine). Solvent: CCO (EtOH). The product is FC=1C(=C(C=CC1)N1CCC(CC1)NC(OC(C)(C)C)=O)[N+](=O)[O-] (tert-butyl 1-(3-fluoro-2-nitrophenyl)piperidin-4-ylcarbamate). Isolated yield 93.0%. RXN SMILES: F[C:2]1[CH:7]=[CH:6][CH:5]=[C:4]([F:8])[C:3]=1[N+:9]([O-:11])=[O:10].[C:12]([NH:19][CH:20]1[CH2:25][CH2:24][NH:23][CH2:22][CH2:21]1)([O:14][C:15]([CH3:18])([CH3:17])[CH3:16])=[O:13]>CCO>[F:8][C:4]1[C:3]([N+:9]([O-:11])=[O:10])=[C:2]([N:23]2[CH2:22][CH2:21][CH:20]([NH:19][C:12](=[O:13])[O:14][C:15]([CH3:17])([CH3:16])[CH3:18])[CH2:25][CH2:24]2)[CH:7]=[CH:6][CH:5]=1. Reported procedure: Method 1 was followed using 1 eq each of 2,6-difluoronitrobenzene, 4-(N-Boc-amino) piperidine, and TEA in EtOH yielding tert-butyl 1-(3-fluoro-2-nitrophenyl)piperidin-4-ylcarbamate (93%). LCMS (m/z): 340.1 (MH+); LC Rt=3.30 min. Starting materials: C1CCOC1, CC(=O)[O-], CO, CC(Nc1c(F)cc([N+](=O)[O-])c(Nc2cc(C3CC3)[nH]n2)c1F)c1ccc(F)cc1, [Cl-], [NH4+], [NH4+], [Zn]. Product: CC(Nc1c(F)cc(N)c(Nc2cc(C3CC3)[nH]n2)c1F)c1ccc(F)cc1. RXN SMILES: [CH2:40]1[O:41][CH2:42][CH2:43][CH2:44]1.[CH3:34][C:35](=[O:36])[O-:37].[CH3:38][OH:39].[CH:3]1([c:6]2[cH:7][c:8]([NH:11][c:12]3[c:13]([F:32])[c:14]([NH:22][CH:23]([CH3:24])[c:25]4[cH:26][cH:27][c:28]([F:31])[cH:29][cH:30]4)[c:15]([F:21])[cH:16][c:17]3[N+:18]([O-:19])=[O:20])[n:9][nH:10]2)[CH2:4][CH2:5]1.[Cl-:1].[NH4+:2].[NH4+:33].[Zn:45]>>[CH:3]1([c:6]2[cH:7][c:8]([NH:11][c:12]3[c:13]([F:32])[c:14]([NH:22][CH:23]([CH3:24])[c:25]4[cH:26][cH:27][c:28]([F:31])[cH:29][cH:30]4)[c:15]([F:21])[cH:16][c:17]3[NH2:18])[n:9][nH:10]2)[CH2:4][CH2:5]1. The reactants are C(C)(C)(C)OC(=O)N1CCC(CC1)NC1=NC(=C(C=C1)C(C1=C(C=CC=C1)F)=O)N (4-[6-Amino-5-(2-fluoro-benzoyl)-pyridin-2-ylamino]-piperidine-1-carboxylic acid tert-butyl ester), FC(C(=O)O)(F)F (trifluoroacetic acid). Run in ClCCl (dichloromethane). Reaction conditions: temperature 0 celsius, time 30 minute. The product is NC1=NC(=CC=C1C(=O)C1=C(C=CC=C1)F)NC1CCNCC1 ([2-Amino-6-(piperidin-4-ylamino)-pyridin-3-yl]-(2-fluoro-phenyl)-methanone). Yield: 97.8%. RXN SMILES: C(OC([N:8]1[CH2:13][CH2:12][CH:11]([NH:14][C:15]2[CH:20]=[CH:19][C:18]([C:21](=[O:29])[C:22]3[CH:27]=[CH:26][CH:25]=[CH:24][C:23]=3[F:28])=[C:17]([NH2:30])[N:16]=2)[CH2:10][CH2:9]1)=O)(C)(C)C.FC(F)(F)C(O)=O>ClCCl>[NH2:30][C:17]1[C:18]([C:21]([C:22]2[CH:27]=[CH:26][CH:25]=[CH:24][C:23]=2[F:28])=[O:29])=[CH:19][CH:20]=[C:15]([NH:14][CH:11]2[CH2:10][CH2:9][NH:8][CH2:13][CH2:12]2)[N:16]=1. Procedure: 4-[6-Amino-5-(2-fluoro-benzoyl)-pyridin-2-ylamino]-piperidine-1-carboxylic acid tert-butyl ester (269.6 mg, 0.6504 mmol, Example 8) was dissolved in dichloromethane (5 mL), cooled to 0° C. and treated with trifluoroacetic acid (2.5 mL). After stirring ˜30 minutes, the reaction mixture was concentrated in vacuo. The salt was then neutralized with saturated sodium carbonate (˜3 mL), extracted with ethyl acetate/methylene chloride (˜50 mL), washed with saturated sodium chloride (˜3 mL), dried over ...